This data is from the Open Reaction Database (ORD), a public repository of structured organic reaction records. The task is: describe an organic reaction: reactants, conditions, products, and yield Isolated yield 98.9%. Procedure details: Prepare a solution of 5-methyl-2-phenyloxazole (790 mg, 4.97 mmol) in CCl4 (70 mL) under nitrogen. Add N-bromosuccinimide (884 mg, 4.97 mmol) and a catalytic amount of benzoyl peroxide. Reflux the mixture for 2 hours, cool to room temperature, and stir overnight. Wash the reaction mixture with a saturated solution of Na2SO3 (75 mL) followed by saturated sodium hydrogencarbonate (100 mL). Dry the organic phase (magnesium sulfate), filter, and concentrate to afford 1.17 g of 5-bromomethyl-2-phenyl... Conditions: time 8 hour. As a reaction SMILES: [CH3:1][C:2]1[O:6][C:5]([C:7]2[CH:12]=[CH:11][CH:10]=[CH:9][CH:8]=2)=[N:4][CH:3]=1.[Br:13]N1C(=O)CCC1=O.C(OOC(=O)C1C=CC=CC=1)(=O)C1C=CC=CC=1>C(Cl)(Cl)(Cl)Cl>[Br:13][CH2:1][C:2]1[O:6][C:5]([C:7]2[CH:8]=[CH:9][CH:10]=[CH:11][CH:12]=2)=[N:4][CH:3]=1. Yields the product BrCC1=CN=C(O1)C1=CC=CC=C1 (5-bromomethyl-2-phenyloxazole). Starting materials: BrN1C(CCC1=O)=O (N-bromosuccinimide), CC1=CN=C(O1)C1=CC=CC=C1 (5-methyl-2-phenyloxazole), C(C1=CC=CC=C1)(=O)OOC(C1=CC=CC=C1)=O (benzoyl peroxide). Solvent: C(Cl)(Cl)(Cl)Cl (CCl4). The reactants are S(N)(=O)(=O)Cl (sulfamoyl chloride), C(C)[C@]12[C@@H](CCCC=3C1=CC=1C=NN(C1C3)C3=CC=C(C=C3)F)C[C@](CC2)(O)C(F)(F)F ((3S,4aS,12bS)-12b-Ethyl-9-(4-fluorophenyl)-3-(trifluoromethyl)-1,2,3,4,4a,5,6,7,9,12b-decahydrobenzo[6,7]cyclohepta[1,2-f]indazol-3-ol), S(N)(=O)(=O)Cl (sulfamoyl chloride). The solvent is CN(C(C)=O)C (N,N-dimethylacetamide). Conditions: time 14 hour. The product is S(N)(O[C@]1(CC[C@]2([C@@H](CCCC=3C2=CC=2C=NN(C2C3)C3=CC=C(C=C3)F)C1)CC)C(F)(F)F)(=O)=O ((3S,4aS,12bS)-12b-ethyl-9-(4-fluorophenyl)-3-(trifluoromethyl)-1,2,3,4,4a,5,6,7,9,12b-decahydrobenzo[6,7]cyclohepta[1,2-f]indazol-3-yl sulfamate). Isolated yield 74.0%. Reaction SMILES: [CH2:1]([C@:3]12[CH2:27][CH2:26][C@:25]([C:29]([F:32])([F:31])[F:30])([OH:28])[CH2:24][C@@H:4]1[CH2:5][CH2:6][CH2:7][C:8]1[C:9]2=[CH:10][C:11]2[CH:12]=[N:13][N:14]([C:17]3[CH:22]=[CH:21][C:20]([F:23])=[CH:19][CH:18]=3)[C:15]=2[CH:16]=1)[CH3:2].[S:33](Cl)(=[O:36])(=[O:35])[NH2:34]>CN(C)C(=O)C>[S:33](=[O:36])(=[O:35])([O:28][C@:25]1([C:29]([F:32])([F:31])[F:30])[CH2:24][C@@H:4]2[CH2:5][CH2:6][CH2:7][C:8]3[C:9](=[CH:10][C:11]4[CH:12]=[N:13][N:14]([C:17]5[CH:18]=[CH:19][C:20]([F:23])=[CH:21][CH:22]=5)[C:15]=4[CH:16]=3)[C@@:3]2([CH2:1][CH3:2])[CH2:27][CH2:26]1)[NH2:34]. Procedure: (3S,4aS,12bS)-12b-Ethyl-9-(4-fluorophenyl)-3-(trifluoromethyl)-1,2,3,4,4a,5,6,7,9,12b-decahydrobenzo[6,7]cyclohepta[1,2-f]indazol-3-ol (11, R1=4-Fluorophenyl, R2=Ethyl, R3=Trifluoromethyl) (0.125 g, 0.280 mmol) in N,N-dimethylacetamide (3 mL) was stirred and treated with sulfamoyl chloride (0.105 g, 0.91 mmol). After about 3 h sulfamoyl chloride (0.080 g, 0.69 mmol) was added and the mixture was stirred for about 14 h at rt. The reaction mixture was purified without manipulation in one portion b... Reactants: BrCCC=C (4-bromobut-1-ene), CC1=C(C(N(CO1)C(C=O)(C)C)=O)C1=CC=CC=C1 (2-(2,3-dihydro-6-methyl-4-oxo-5-phenyl-4H-1,3-oxazin-3-yl)-2-methylpropionaldehyde), [Cl-].[NH4+] (ammonium chloride), BrCCC=C (4-Bromobut-1-ene), [Mg] (magnesium). The solvent is O1CCCC1 (tetrahydrofuran), O1CCCC1 (tetrahydrofuran), C(C)(=O)OCC (ethyl acetate), O1CCCC1 (tetrahydrofuran). Conditions: temperature -5 celsius, time 18 hour. Product: CC1=C(C(N(CO1)C(C)(C(CCC=C)O)C)=O)C1=CC=CC=C1 (2-(2,3-dihydro-6-methyl-4-oxo-5-phenyl-4H-1,3-oxazin-3-yl)-2-methylhept-6-en-3-ol). Yield: 145.5%. As a reaction SMILES: Br[CH2:2][CH2:3][CH:4]=[CH2:5].[Mg].[CH3:7][C:8]1[O:13][CH2:12][N:11]([C:14]([CH3:18])([CH3:17])[CH:15]=[O:16])[C:10](=[O:19])[C:9]=1[C:20]1[CH:25]=[CH:24][CH:23]=[CH:22][CH:21]=1.[Cl-].[NH4+]>O1CCCC1.C(OCC)(=O)C>[CH3:7][C:8]1[O:13][CH2:12][N:11]([C:14]([CH3:17])([CH:15]([OH:16])[CH2:5][CH2:4][CH:3]=[CH2:2])[CH3:18])[C:10](=[O:19])[C:9]=1[C:20]1[CH:25]=[CH:24][CH:23]=[CH:22][CH:21]=1 |f:3.4|. Reported procedure: 4-Bromobut-1-ene (approximately 0.2 g) was added to a suspension of magnesium (0.17 g) in tetrahydrofuran, under an inert atmosphere at 20° C. Once the reaction had initiated, further 4-bromobut-1-ene (approximately 0.67 g) in tetrahydrofuran was added over 10 minutes. After refluxing for 1 hour, the mixture was cooled to -5° C. and a solution of 2-(2,3-dihydro-6-methyl-4-oxo-5-phenyl-4H-1,3-oxazin-3-yl)-2-methylpropionaldehyde (1.00 g) in tetrahydrofuran was added over 20 minutes. After stirrin... Reactants: CCOc1cc(C(C)(C)C)ncc1C1=NC(C)(c2ccc(Cl)cc2)C(C)(c2ccc(Cl)cc2)N1C(=O)Cl, COC(=O)C1CCNCC1. Yields the product CCOc1cc(C(C)(C)C)ncc1C1=NC(C)(c2ccc(Cl)cc2)C(C)(c2ccc(Cl)cc2)N1C(=O)N1CCC(C(=O)OC)CC1. RXN SMILES: [C:1]([CH3:2])([CH3:3])([CH3:4])[c:5]1[cH:6][c:7]([O:35][CH2:36][CH3:37])[c:8]([C:11]2=[N:15][C:14]([CH3:16])([c:17]3[cH:18][cH:19][c:20]([Cl:23])[cH:21][cH:22]3)[C:13]([CH3:24])([c:25]3[cH:26][cH:27][c:28]([Cl:31])[cH:29][cH:30]3)[N:12]2[C:32](=[O:33])[Cl:34])[cH:9][n:10]1.[CH3:38][O:39][C:40](=[O:41])[CH:42]1[CH2:43][CH2:44][NH:45][CH2:46][CH2:47]1>>[C:1]([CH3:2])([CH3:3])([CH3:4])[c:5]1[cH:6][c:7]([O:35][CH2:36][CH3:37])[c:8]([C:11]2=[N:15][C:14]([CH3:16])([c:17]3[cH:18][cH:19][c:20]([Cl:23])[cH:21][cH:22]3)[C:13]([CH3:24])([c:25]3[cH:26][cH:27][c:28]([Cl:31])[cH:29][cH:30]3)[N:12]2[C:32](=[O:33])[N:45]2[CH2:44][CH2:43][CH:42]([C:40]([O:39][CH3:38])=[O:41])[CH2:47][CH2:46]2)[cH:9][n:10]1. Reactants: BrC1=CC=CC(=N1)C(=O)N1CCC(CC1)C ((6-bromopyridin-2-yl)(4-methylpiperidin-1-yl)methanone), EtOAc Hexanes, N1CCCCC1 (piperidine), CC(C)([O-])C.[Na+] (sodium-tert-butoxide). Reagents/catalysts: CC1(C2=C(C(=CC=C2)P(C3=CC=CC=C3)C4=CC=CC=C4)OC5=C(C=CC=C51)P(C6=CC=CC=C6)C7=CC=CC=C7)C (xantphos), C=1C=CC(=CC1)/C=C/C(=O)/C=C/C2=CC=CC=C2.C=1C=CC(=CC1)/C=C/C(=O)/C=C/C2=CC=CC=C2.C=1C=CC(=CC1)/C=C/C(=O)/C=C/C2=CC=CC=C2.[Pd].[Pd] (Pd2(dba)3). Solvent: C1(=CC=CC=C1)C (toluene). Reaction conditions: temperature 100 celsius, time 3 hour. The product is CC1CCN(CC1)C(=O)C1=NC(=CC=C1)N1CCCCC1 ((4-methylpiperidin-1-yl)(6-(piperidin-1-yl)pyridin-2-yl)methanone). Yield: 76.0%. RXN SMILES: Br[C:2]1[N:7]=[C:6]([C:8]([N:10]2[CH2:15][CH2:14][CH:13]([CH3:16])[CH2:12][CH2:11]2)=[O:9])[CH:5]=[CH:4][CH:3]=1.[NH:17]1[CH2:22][CH2:21][CH2:20][CH2:19][CH2:18]1.CC(C)([O-])C.[Na+]>C1(C)C=CC=CC=1.C1C=CC(/C=C/C(/C=C/C2C=CC=CC=2)=O)=CC=1.C1C=CC(/C=C/C(/C=C/C2C=CC=CC=2)=O)=CC=1.C1C=CC(/C=C/C(/C=C/C2C=CC=CC=2)=O)=CC=1.[Pd].[Pd].CC1(C)C2C(=C(P(C3C=CC=CC=3)C3C=CC=CC=3)C=CC=2)OC2C(P(C3C=CC=CC=3)C3C=CC=CC=3)=CC=CC1=2>[CH3:16][CH:13]1[CH2:14][CH2:15][N:10]([C:8]([C:6]2[CH:5]=[CH:4][CH:3]=[C:2]([N:17]3[CH2:22][CH2:21][CH2:20][CH2:19][CH2:18]3)[N:7]=2)=[O:9])[CH2:11][CH2:12]1 |f:2.3,5.6.7.8.9|. Procedure: (6-bromopyridin-2-yl)(4-methylpiperidin-1-yl)methanone (40 mg, 0.142 mmol), piperidine (13 mg, 0.156 mmol), Pd2(dba)3 (2.6 mg, 0.00284 mmol), xantphos (5.0 mg, 0.00864 mmol), and sodium-tert-butoxide (20.0 mg, 0.208 mmol) were suspended in toluene (2 ml), and then stirred at 100° C. under nitrogen stream for 3 hours. The resulting reaction liquid was concentrated under reduced pressure, and then the residue thus obtained was subjected to MPLC (30% EtOAc/Hexanes), to obtain 31 mg of pale yellow o...